Dataset: the Open Reaction Database (ORD), a public repository of structured organic reaction records. Task: describe an organic reaction: reactants, conditions, products, and yield Reactants: C=CCOc1ccc([N+](=O)[O-])c(C(O)c2ccc(C(C)C)cc2)c1, CC(C)=O, CC(C)O, [Cl-], [NH4+], [Na+], O=S([O-])O. Product: C=CCOc1ccc([N+](=O)[O-])c(C(=O)c2ccc(C(C)C)cc2)c1. Reaction SMILES: [CH2:1]([CH:2]=[CH2:3])[O:4][c:5]1[cH:6][cH:7][c:8]([N+:22](=[O:23])[O-:24])[c:9]([CH:11]([OH:12])[c:13]2[cH:14][cH:15][c:16]([CH:19]([CH3:20])[CH3:21])[cH:17][cH:18]2)[cH:10]1.[CH3:36][C:37](=[O:38])[CH3:39].[CH:25]([OH:26])([CH3:27])[CH3:28].[Cl-:34].[NH4+:35].[Na+:33].[S:29](=[O:30])([OH:31])[O-:32]>>[CH2:1]([CH:2]=[CH2:3])[O:4][c:5]1[cH:6][cH:7][c:8]([N+:22](=[O:23])[O-:24])[c:9]([C:11](=[O:12])[c:13]2[cH:14][cH:15][c:16]([CH:19]([CH3:20])[CH3:21])[cH:17][cH:18]2)[cH:10]1. Reactants: C=O (formaldehyde), C(=O)(OC(C)(C)C)N1CCN(CC1)C1=C(C=CC=C1)CN (1-Boc-4-(2-aminomethyl-phenyl)-piperazine), C(#N)[BH3-].[Na+] (sodium cyanoborohydride). Run in CC#N (CH3CN). Run at temperature 0 celsius, time 5 minute. Yields the product C(=O)(OC(C)(C)C)N1CCN(CC1)C1=C(C=CC=C1)CN(C)C (1-Boc-4-(2-dimethylaminomethyl-phenyl)-piperazine). Reaction SMILES: [C:1]([N:8]1[CH2:13][CH2:12][N:11]([C:14]2[CH:19]=[CH:18][CH:17]=[CH:16][C:15]=2[CH2:20]N)[CH2:10][CH2:9]1)([O:3][C:4]([CH3:7])([CH3:6])[CH3:5])=[O:2].[CH2:22]=O.[C:24]([BH3-])#[N:25].[Na+]>CC#N>[C:1]([N:8]1[CH2:13][CH2:12][N:11]([C:14]2[CH:19]=[CH:18][CH:17]=[CH:16][C:15]=2[CH2:20][N:25]([CH3:24])[CH3:22])[CH2:10][CH2:9]1)([O:3][C:4]([CH3:7])([CH3:6])[CH3:5])=[O:2] |f:2.3|. Procedure details: 1-Boc-4-(2-aminomethyl-phenyl)-piperazine (2.0 g, 6.86 mmol) was dissolved in CH3CN (15 mL) and cooled to about 0° C. Aqueous formaldehyde (37% wt. in H2O) (7.56 mL) was added to the cold solution followed by the addition of sodium cyanoborohydride (2.15 g, 34.32 mmol). The reaction mixture was allowed to stir at 0° C. for about 5 minutes and then allowed to naturally warm to room temperature. The mixture was then concentrated to dryness. The resulting residue was taken up in EtOAc (100 mL) and ... The reactants are CCc1nc2ccccc2n1-c1nc(N2CCOCC2)c2nc(C3(OC)CCN(C(=O)OC(C)(C)C)CC3)n(C)c2n1, ClCCl, O=C(O)C(F)(F)F. Yields the product CCc1nc2ccccc2n1-c1nc(N2CCOCC2)c2nc(C3(OC)CCNCC3)n(C)c2n1. Reaction SMILES: [C:1]([O:2][C:3](=[O:4])[N:8]1[CH2:9][CH2:10][C:11]([O:14][CH3:15])([c:16]2[n:17]([CH3:42])[c:18]3[n:19][c:20](-[n:31]4[c:32]([CH2:40][CH3:41])[n:33][c:34]5[c:35]4[cH:36][cH:37][cH:38][cH:39]5)[n:21][c:22]([N:25]4[CH2:26][CH2:27][O:28][CH2:29][CH2:30]4)[c:23]3[n:24]2)[CH2:12][CH2:13]1)([CH3:5])([CH3:6])[CH3:7].[Cl:50][CH2:51][Cl:52].[F:43][C:44]([F:45])([F:46])[C:47]([OH:48])=[O:49]>>[NH:8]1[CH2:9][CH2:10][C:11]([O:14][CH3:15])([c:16]2[n:17]([CH3:42])[c:18]3[n:19][c:20](-[n:31]4[c:32]([CH2:40][CH3:41])[n:33][c:34]5[c:35]4[cH:36][cH:37][cH:38][cH:39]5)[n:21][c:22]([N:25]4[CH2:26][CH2:27][O:28][CH2:29][CH2:30]4)[c:23]3[n:24]2)[CH2:12][CH2:13]1. The reactants are CC(C)(C)OC(=O)N1CCC(CO)C(c2ccc(F)c(F)c2)C1, C1CCOC1, Oc1ccc(Cl)cn1, CC(C)(C)OC(=O)N=NC(=O)OC(C)(C)C, c1ccc(P(c2ccccc2)c2ccccc2)cc1. Yields the product CC(C)(C)OC(=O)N1CCC(COc2ccc(Cl)cn2)C(c2ccc(F)c(F)c2)C1. RXN SMILES: [C:1]([CH3:2])([CH3:3])([CH3:4])[O:5][C:6](=[O:7])[N:8]1[CH2:9][CH:10]([c:16]2[cH:17][c:18]([F:23])[c:19]([F:22])[cH:20][cH:21]2)[CH:11]([CH2:14][OH:15])[CH2:12][CH2:13]1.[CH2:67]1[O:68][CH2:69][CH2:70][CH2:71]1.[Cl:24][c:25]1[cH:26][cH:27][c:28]([OH:31])[n:29][cH:30]1.[N:32]([C:33]([O:34][C:35]([CH3:36])([CH3:37])[CH3:38])=[O:39])=[N:40][C:41]([O:42][C:43]([CH3:44])([CH3:45])[CH3:46])=[O:47].[c:48]1([P:49]([c:50]2[cH:51][cH:52][cH:53][cH:54][cH:55]2)[c:56]2[cH:57][cH:58][cH:59][cH:60][cH:61]2)[cH:62][cH:63][cH:64][cH:65][cH:66]1>>[C:1]([CH3:2])([CH3:3])([CH3:4])[O:5][C:6](=[O:7])[N:8]1[CH2:9][CH:10]([c:16]2[cH:17][c:18]([F:23])[c:19]([F:22])[cH:20][cH:21]2)[CH:11]([CH2:14][O:15][c:28]2[cH:27][cH:26][c:25]([Cl:24])[cH:30][n:29]2)[CH2:12][CH2:13]1. The reactants are IC1=CNC2=NC=CC(=C21)[N+](=O)[O-] (3-iodo-4-nitro-1H-pyrrolo[2,3-b]pyridine), IC1=CNC2=NC=CC(=C21)[N+](=O)[O-] (3-iodo-4-nitro-1H-pyrrolo[2,3-b]pyridine), [H-].[Na+] (sodium hydride), CI (methyl iodide). Run in CN(C)C=O (DMF), CN(C)C=O (DMF). Run at temperature 0 celsius, time 15 minute. Product: IC1=CN(C2=NC=CC(=C21)[N+](=O)[O-])C (3-iodo-1-methyl-4-nitro-1H-pyrrolo[2,3-b]pyridine). Yield: 145.3%. As a reaction SMILES: [H-].[Na+].[I:3][C:4]1[C:12]2[C:7](=[N:8][CH:9]=[CH:10][C:11]=2[N+:13]([O-:15])=[O:14])[NH:6][CH:5]=1.[CH3:16]I>CN(C=O)C>[I:3][C:4]1[C:12]2[C:7](=[N:8][CH:9]=[CH:10][C:11]=2[N+:13]([O-:15])=[O:14])[N:6]([CH3:16])[CH:5]=1 |f:0.1|. Reported procedure: To a stirred suspension of sodium hydride (0.872 g, 21.80 mmol) in DMF (80 mL) was added 3-iodo-4-nitro-1H-pyrrolo[2,3-b]pyridine (D16) (4.2 g, 14.53 mmol) predissolved in DMF (20 mL) dropwise over 30 mins at 0° C. The reaction mixture was then left stirring at 0° C. for 15 mins. After which, methyl iodide (1.090 mL, 17.44 mmol) was added and the resulting reaction mixture was stirred at 0° C. for ca. 1 hour. The reaction mixture was quenched with ammonium chloride solution (ca. 150 mL). The aqu... Starting materials: CCc1nc(SC)nn1-c1ccc([N+](=O)[O-])cc1, CO, [H][H]. Product: CCc1nc(SC)nn1-c1ccc(N)cc1. As a reaction SMILES: [CH2:1]([CH3:2])[c:3]1[n:4][c:5]([S:17][CH3:18])[n:6][n:7]1-[c:8]1[cH:9][cH:10][c:11]([N+:14]([O-:15])=[O:16])[cH:12][cH:13]1.[CH3:21][OH:22].[H:19][H:20]>>[CH2:1]([CH3:2])[c:3]1[n:4][c:5]([S:17][CH3:18])[n:6][n:7]1-[c:8]1[cH:9][cH:10][c:11]([NH2:14])[cH:12][cH:13]1. Starting materials: [N+](=O)([O-])C=1OC2=C(C1C1=CC=C(C=C1)N=C=O)C=CC=C2 (4-(2-nitro-3-benzofuranyl)phenyl isocyanate), product, C(CC)N (n-propylamine). Product: C(CC)NC(=O)NC1=CC=C(C=C1)C1=C(OC2=C1C=CC=C2)[N+](=O)[O-] (1-(1-propyl)-3-[4-(2-nitro-3-benzofuranyl)phenyl]urea). RXN SMILES: [N+:1]([C:4]1[O:5][C:6]2[CH:21]=[CH:20][CH:19]=[CH:18][C:7]=2[C:8]=1[C:9]1[CH:14]=[CH:13][C:12]([N:15]=[C:16]=[O:17])=[CH:11][CH:10]=1)([O-:3])=[O:2].[CH2:22]([NH2:25])[CH2:23][CH3:24]>>[CH2:22]([NH:25][C:16]([NH:15][C:12]1[CH:13]=[CH:14][C:9]([C:8]2[C:7]3[CH:18]=[CH:19][CH:20]=[CH:21][C:6]=3[O:5][C:4]=2[N+:1]([O-:3])=[O:2])=[CH:10][CH:11]=1)=[O:17])[CH2:23][CH3:24]. Procedure details: Using the method of Example 5, 4-(2-nitro-3-benzofuranyl)phenyl isocyanate (the product of Example 2) is reacted with n-propylamine to provide 1-(1-propyl)-3-[4-(2-nitro-3-benzofuranyl)phenyl]urea having the structure ##STR11## The reactants are [Br-], O=C1Nc2ccc(Br)cc2C1=O, C1CCOC1, C[Mg+], [Cl-], [NH4+]. As a reaction SMILES: [Br-:13].[Br:1][c:2]1[cH:3][c:4]2[c:8]([cH:9][cH:10]1)[NH:7][C:6](=[O:11])[C:5]2=[O:12].[CH2:18]1[O:19][CH2:20][CH2:21][CH2:22]1.[CH3:14][Mg+:15].[Cl-:16].[NH4+:17]>>[Br:1][c:2]1[cH:3][c:4]2[c:8]([cH:9][cH:10]1)[NH:7][C:6](=[O:11])[C:5]2([OH:12])[CH3:14]. The product is CC1(O)C(=O)Nc2ccc(Br)cc21. The reactants are CCO, [OH-], [OH-], O=C(NC1CCc2cc(Cn3cc(CO)c(C(F)(F)F)n3)ccc21)OCc1ccccc1, [Pd+2]. Yields the product NC1CCc2cc(Cn3cc(CO)c(C(F)(F)F)n3)ccc21. RXN SMILES: [CH3:33][CH2:34][OH:35].[OH-:36].[OH-:38].[OH:1][CH2:2][c:3]1[c:4]([C:29]([F:30])([F:31])[F:32])[n:5][n:6]([CH2:8][c:9]2[cH:10][c:11]3[c:15]([cH:16][cH:17]2)[CH:14]([NH:18][C:19](=[O:20])[O:21][CH2:22][c:23]2[cH:24][cH:25][cH:26][cH:27][cH:28]2)[CH2:13][CH2:12]3)[cH:7]1.[Pd+2:37]>>[OH:1][CH2:2][c:3]1[c:4]([C:29]([F:30])([F:31])[F:32])[n:5][n:6]([CH2:8][c:9]2[cH:10][c:11]3[c:15]([cH:16][cH:17]2)[CH:14]([NH2:18])[CH2:13][CH2:12]3)[cH:7]1.